From a dataset of the Open Reaction Database (ORD), a public repository of structured organic reaction records. describe an organic reaction: reactants, conditions, products, and yield The reactants are O=C(O)C=Cc1cccc(Cl)c1, Cl, Cl, NC1CN2CCC1CC2. The product is O=C(C=Cc1cccc(Cl)c1)NC1CN2CCC1CC2. RXN SMILES: [Cl:12][c:13]1[cH:14][c:15]([CH:19]=[CH:20][C:21](=[O:22])[OH:23])[cH:16][cH:17][cH:18]1.[ClH:1].[ClH:2].[N:3]12[CH2:4][CH:5]([NH2:11])[CH:6]([CH2:7][CH2:8]1)[CH2:9][CH2:10]2>>[N:3]12[CH2:4][CH:5]([NH:11][C:21]([CH:20]=[CH:19][c:15]3[cH:14][c:13]([Cl:12])[cH:18][cH:17][cH:16]3)=[O:22])[CH:6]([CH2:7][CH2:8]1)[CH2:9][CH2:10]2. Starting materials: CC(=O)OC(C)=O, CN(C)Cc1nc(C=O)cs1, [Cl-], [Cl-], Cc1nc2ccc(F)cc2c(=O)n1-c1ccccc1F, [Na+], [Na+], O=C([O-])[O-], O, [Zn+2]. Yields the product CN(C)Cc1nc(C=Cc2nc3ccc(F)cc3c(=O)n2-c2ccccc2F)cs1. As a reaction SMILES: [CH3:21][C:22]([O:23][C:24](=[O:25])[CH3:26])=[O:27].[CH3:28][N:29]([CH3:30])[CH2:31][c:32]1[s:33][cH:34][c:35]([CH:37]=[O:38])[n:36]1.[Cl-:46].[Cl-:48].[F:1][c:2]1[cH:3][c:4]2[c:5](=[O:20])[n:6](-[c:13]3[c:14]([F:19])[cH:15][cH:16][cH:17][cH:18]3)[c:7]([CH3:12])[n:8][c:9]2[cH:10][cH:11]1.[Na+:39].[Na+:40].[O-:41][C:42](=[O:43])[O-:44].[OH2:45].[Zn+2:47]>>[F:1][c:2]1[cH:3][c:4]2[c:5](=[O:20])[n:6](-[c:13]3[c:14]([F:19])[cH:15][cH:16][cH:17][cH:18]3)[c:7]([CH:12]=[CH:37][c:35]3[cH:34][s:33][c:32]([CH2:31][N:29]([CH3:28])[CH3:30])[n:36]3)[n:8][c:9]2[cH:10][cH:11]1. Starting materials: ClCCCOC1=C(C=CC(=C1)[N+](=O)[O-])NC(C)=O (N-[2-(3-chloropropoxy)-4-nitrophenyl]acetamide), N1C=NC=C1 (imidazole). The solvent is CN(C=O)C (dimethylformamide). Yields the product N1(C=NC=C1)CCCOC1=C(C=CC(=C1)[N+](=O)[O-])NC(C)=O (N-[2-(3-imidazol-1-ylpropoxy)-4-nitrophenyl]acetamide). As a reaction SMILES: Cl[CH2:2][CH2:3][CH2:4][O:5][C:6]1[CH:11]=[C:10]([N+:12]([O-:14])=[O:13])[CH:9]=[CH:8][C:7]=1[NH:15][C:16](=[O:18])[CH3:17].[NH:19]1[CH:23]=[CH:22][N:21]=[CH:20]1>CN(C)C=O>[N:19]1([CH2:2][CH2:3][CH2:4][O:5][C:6]2[CH:11]=[C:10]([N+:12]([O-:14])=[O:13])[CH:9]=[CH:8][C:7]=2[NH:15][C:16](=[O:18])[CH3:17])[CH:23]=[CH:22][N:21]=[CH:20]1. Procedure details: 54.5 g (0.2 mol) of N-[2-(3-chloropropoxy)-4-nitrophenyl]acetamide, the preparation of which was described in step a) of Example 6 above, and 40.8 g (0.6 mol) of 1H imidazole in 150 ml of dimethylformamide were heated on a boiling water bath for 4 hours. Starting materials: Cl.N(N)C1=NN=CC2=CC=CC=C12 (1-hydrazinophthalazine HCL), CC(=O)C (acetone). Product: CC(C)=NN.N(N)C1=NN=CC2=CC=CC=C12 (1-hydrazinophthalazine acetone hydrazone). RXN SMILES: Cl.[NH:2]([C:4]1[C:13]2[C:8](=[CH:9][CH:10]=[CH:11][CH:12]=2)[CH:7]=[N:6][N:5]=1)[NH2:3].[CH3:14]C(C)=O>>[CH3:14][C:7](=[N:6][NH2:5])[CH3:8].[NH:2]([C:4]1[C:13]2[C:8](=[CH:9][CH:10]=[CH:11][CH:12]=2)[CH:7]=[N:6][N:5]=1)[NH2:3] |f:0.1,3.4|. Reported procedure: 1-hydrazinophthalazine HCL (395 mg; 2 mmoles) is dissolved in 2.5 ml of acetone and allowed to react for 1 hour. The solvent is evaporated and the slightly yellow material is dried in vacuo to yield 411 mg of 1-hydrazinophthalazine acetone hydrazone. (99% of theoretical yield). [British Journal of Pharmacology 61: 345-349 (1977)] Starting materials: [H-].[Na+] (Sodium hydride), CC=1N=CSC1C(O)C1=CC=CC=C1 (1-(4-methyl-5-thiazolyl)-1-phenyl-methanol), CI (methyl iodide). Run in CN(C=O)C (N,N-dimethylformamide). Conditions: time 10 minute. Product: CC=1N=CSC1C(C1=CC=CC=C1)OC (Methyl 1-(4-Methyl-5-thiazolyl)-1-phenylmethyl Ether). As a reaction SMILES: [H-].[Na+].[CH3:3][C:4]1[N:5]=[CH:6][S:7][C:8]=1[CH:9]([C:11]1[CH:16]=[CH:15][CH:14]=[CH:13][CH:12]=1)[OH:10].[CH3:17]I>CN(C)C=O>[CH3:3][C:4]1[N:5]=[CH:6][S:7][C:8]=1[CH:9]([O:10][CH3:17])[C:11]1[CH:16]=[CH:15][CH:14]=[CH:13][CH:12]=1 |f:0.1|. Reported procedure: Sodium hydride (80% dispersion in mineral oil, 80 mg) was added to a stirred solution of 1-(4-methyl-5-thiazolyl)-1-phenyl-methanol (500 mg) in dry N,N-dimethylformamide (10 ml) at 0° C. After 10 minutes, methyl iodide (0.15 ml) was added. The mixture was allowed to warm to room temperature and after a further 30 minutes the mixture was evaporated to dryness. The residue was purified by flash chromatography to give the title compound.